The task is: describe an organic reaction: reactants, conditions, products, and yield. This data is from the Open Reaction Database (ORD), a public repository of structured organic reaction records. The reactants are C[SiH](C1=CC=C(C(=O)Cl)C=C1)C (p-dimethylsilylbenzoyl chloride), OC1=CC=C(C=C1)C1=CC=C(C=C1)O (4,4'-dihydroxybiphenyl). The solvent is O1CCOCC1 (dioxane). Product: C[SiH](C1=CC=C(C(=O)OC2=CC=C(C=C2)C2=CC=C(C=C2)OC(C2=CC=C(C=C2)[SiH](C)C)=O)C=C1)C (4,4'-bis-(4-dimethylsilylbenzoyloxy)biphenyl). RXN SMILES: [CH3:1][SiH:2]([CH3:12])[C:3]1[CH:11]=[CH:10][C:6]([C:7](Cl)=[O:8])=[CH:5][CH:4]=1.[OH:13][C:14]1[CH:19]=[CH:18][C:17]([C:20]2[CH:25]=[CH:24][C:23]([OH:26])=[CH:22][CH:21]=2)=[CH:16][CH:15]=1>O1CCOCC1>[CH3:1][SiH:2]([CH3:12])[C:3]1[CH:11]=[CH:10][C:6]([C:7]([O:13][C:14]2[CH:15]=[CH:16][C:17]([C:20]3[CH:25]=[CH:24][C:23]([O:26][C:7](=[O:8])[C:6]4[CH:5]=[CH:4][C:3]([SiH:2]([CH3:1])[CH3:12])=[CH:11][CH:10]=4)=[CH:22][CH:21]=3)=[CH:18][CH:19]=2)=[O:8])=[CH:5][CH:4]=1. Reported procedure: A solution of 49.7 g (0.250 mol) of p-dimethylsilylbenzoyl chloride and 18.6 g (0.100 mol) of 4,4'-dihydroxybiphenyl in 40 ml of dry dioxane was boiled for 15 hours. The completeness of the reaction was checked by thin-layer chromatography. After the solvent had been stripped off in vacuo on a rotary evaporator, the crude product was recrystallized from toluene, to give 4,4'-bis-(4-dimethylsilylbenzoyloxy)biphenyl, [-4 s 146 n 184 i].